Dataset: the Open Reaction Database (ORD), a public repository of structured organic reaction records. Task: describe an organic reaction: reactants, conditions, products, and yield The reactants are O=C(Nc1ccc(CO)cc1F)c1ccc(Cc2ccccc2)cc1, C[N+]1([O-])CCOCC1, CCC[N+](CCC)(CCC)CCC, CC#N. RXN SMILES: [CH2:1]([c:2]1[cH:3][cH:4][cH:5][cH:6][cH:7]1)[c:8]1[cH:9][cH:10][c:11]([C:12](=[O:13])[NH:14][c:15]2[c:16]([F:23])[cH:17][c:18]([CH2:21][OH:22])[cH:19][cH:20]2)[cH:24][cH:25]1.[CH3:26][N+:27]1([O-:28])[CH2:29][CH2:30][O:31][CH2:32][CH2:33]1.[CH3:34][CH2:35][CH2:36][N+:37]([CH2:38][CH2:39][CH3:40])([CH2:41][CH2:42][CH3:43])[CH2:44][CH2:45][CH3:46].[CH3:47][C:48]#[N:49]>>[CH2:1]([c:2]1[cH:3][cH:4][cH:5][cH:6][cH:7]1)[c:8]1[cH:9][cH:10][c:11]([C:12](=[O:13])[NH:14][c:15]2[c:16]([F:23])[cH:17][c:18]([CH:21]=[O:22])[cH:19][cH:20]2)[cH:24][cH:25]1. Product: O=Cc1ccc(NC(=O)c2ccc(Cc3ccccc3)cc2)c(F)c1. The reactants are ClC=1C=C2C=CC(=CC2=CC1)S(=O)(=O)CCC(=O)N1CCNCC1 (1-(3-((6-chloro-2-naphthyl)sulfonyl)propionyl)piperazine), C=1C=CC2=C(C1)N=NN2O (HOBt), CCN=C=NCCCN(C)C (WSC), C([O-])([O-])=O.[K+].[K+] (potassium carbonate), CN1/C(/SC(=C1C)C(=O)O)=N/C ((2Z)-3,4-Dimethyl-2-methylimino-2,3-dihydro-1,3-thiazole-5-carboxylic acid). Run in ClCCl (dichloromethane), C(C)N(CC)CC (triethylamine). Yields the product ClC=1C=C2C=CC(=CC2=CC1)S(=O)(=O)CCC(=O)N1CCN(CC1)C(=O)C1=C(N(/C(/S1)=N/C)C)C (N-((2Z)-5-((4-(3-((6-Chloro-2-naphthyl)sulfonyl)propanoyl)-1-piperazinyl)carbonyl)-3,4-dimethyl-1,3-thiazol-2(3H)-ylidene)-N-methylamine). The yield is 8.9%. Reaction SMILES: [CH3:1][N:2]1[C:6]([CH3:7])=[C:5]([C:8]([OH:10])=O)[S:4]/[C:3]/1=[N:11]\[CH3:12].[Cl:13][C:14]1[CH:15]=[C:16]2[C:21](=[CH:22][CH:23]=1)[CH:20]=[C:19]([S:24]([CH2:27][CH2:28][C:29]([N:31]1[CH2:36][CH2:35][NH:34][CH2:33][CH2:32]1)=[O:30])(=[O:26])=[O:25])[CH:18]=[CH:17]2.C1C=CC2N(O)N=NC=2C=1.CCN=C=NCCCN(C)C.C(=O)([O-])[O-].[K+].[K+]>ClCCl.C(N(CC)CC)C>[Cl:13][C:14]1[CH:15]=[C:16]2[C:21](=[CH:22][CH:23]=1)[CH:20]=[C:19]([S:24]([CH2:27][CH2:28][C:29]([N:31]1[CH2:32][CH2:33][N:34]([C:8]([C:5]3[S:4]/[C:3](=[N:11]\[CH3:12])/[N:2]([CH3:1])[C:6]=3[CH3:7])=[O:10])[CH2:35][CH2:36]1)=[O:30])(=[O:26])=[O:25])[CH:18]=[CH:17]2 |f:4.5.6|. Procedure: (2Z)-3,4-Dimethyl-2-methylimino-2,3-dihydro-1,3-thiazole-5-carboxylic acid (0.6 g) was dissolved in dichloromethane (30 mL), and triethylamine (0.14 mL) was added thereto. With ice cooling, 1-(3-((6-chloro-2-naphthyl)sulfonyl)propionyl)piperazine (1.0 g), HOBt (0.42 g) and WSC (0.57 g) were added thereto, and the mixture was mixed at room temperature for 16 hours. The reaction solution was basified with an aqueous potassium carbonate solution, then extracted with chloroform, and the extract was ... Starting materials: C(C)(=O)O[BH-](OC(C)=O)OC(C)=O.[Na+] (sodium triacetoxyborohydride), N1C[C@@H](CC1)NC(OC(C)(C)C)=O (tert-butyl (3R)-3-pyrrolidinylcarbamate), CC1=C(C=O)C=CC=C1C (2,3-dimethylbenzaldehyde), C(C)(C)N(C(C)C)CC (N,N-diisopropylethylamine). Solvent: C(C)O (ethanol). Reaction conditions: time 3 hour. Yields the product CC1=C(CN2C[C@@H](CC2)N)C=CC=C1C ((3R)-1-(2,3-dimethylbenzyl)-3-pyrrolidinamine). Isolated yield 17.6%. As a reaction SMILES: [NH:1]1[CH2:5][CH2:4][C@@H:3]([NH:6]C(=O)OC(C)(C)C)[CH2:2]1.[CH3:14][C:15]1[C:22]([CH3:23])=[CH:21][CH:20]=[CH:19][C:16]=1[CH:17]=O.C(N(CC)C(C)C)(C)C.C(O[BH-](OC(=O)C)OC(=O)C)(=O)C.[Na+]>C(O)C>[CH3:14][C:15]1[C:22]([CH3:23])=[CH:21][CH:20]=[CH:19][C:16]=1[CH2:17][N:1]1[CH2:5][CH2:4][C@@H:3]([NH2:6])[CH2:2]1 |f:3.4|. Procedure details: 1H-NMR (300 MHz, CDCl3) δ 0.77-0.97 (2H, m), 1.05-1.30 (3H, m), 1.36 (3H, t, J=7.1 Hz), 1.40-1.86 (10H, m), 1.97-2.25 (3H, m), 2.37-2.64 (3H, m), 3.84-4.08 (1H, m), 4.30 (2H, q, J=7.1 Hz), 5.59 (1H, br peak), 6.35 (1H, d, J=8.4 Hz), 7.97 (1H, dd, J=8.6, 2.0 Hz), 8.74 (1H, d, J=2.0 Hz). Preparation 372 1) To a mixture of tert-butyl (3R)-3-pyrrolidinylcarbamate (1.00 g), 2,3-dimethylbenzaldehyde (720 mg), N,N-diisopropylethylamine (1.87 mL), and ethanol (10 mL) was added sodium triacetoxyborohydri...